This data is from the Open Reaction Database (ORD), a public repository of structured organic reaction records. The task is: describe an organic reaction: reactants, conditions, products, and yield The reactants are COC1=C(C=O)C=CC2=C1OCO2 (2-methoxy-3,4-methylenedioxybenzaldehyde). Reagents/catalysts: [Pt] (platinum on carbon). The product is 2-methoxy-3,4-methylenedioxy-N-methylbenzylamino dimethylacetal, COC1=C(CO)C=CC2=C1OCO2 (2-methoxy-3,4-methylenedioxybenzyl alcohol), COC1=C(C=CC2=C1OCO2)C (2-methoxy-3,4-methylenedioxy toluene). Isolated yield 0.4%. Reaction SMILES: [CH3:1][O:2][C:3]1[C:10]2[O:11][CH2:12][O:13][C:9]=2[CH:8]=[CH:7][C:4]=1[CH:5]=[O:6]>[Pt]>[CH3:1][O:2][C:3]1[C:10]2[O:11][CH2:12][O:13][C:9]=2[CH:8]=[CH:7][C:4]=1[CH2:5][OH:6].[CH3:1][O:2][C:3]1[C:10]2[O:11][CH2:12][O:13][C:9]=2[CH:8]=[CH:7][C:4]=1[CH3:5]. Procedure details: The reaction was carried out in the same manner in Example 23 except for using 0.22 g of 5% platinum on carbon catalyst. The amount of hydrogen absorption was 111% of the theoretical amount. After the reaction was over, the catalyst was filtered out and 2N NaOH aqueous solution was added to the reaction mixture to make the filtrate alkaline (pH 11). The resulting mixture was then extracted with ethyl acetate. The liquid extract was analyzed by GC and LC to show 1.32 g of 2-methoxy-3,4-methylened... The solvent is CO (methanol), O (water). Product: NC1=C(C=C(C=C1)OCSC)[N+](=O)[O-] (1-amino-4-methylthiomethoxy-2-nitrobenzene). The reactants are C(C)(=O)NC1=C(C=C(C=C1)OCSC)[N+](=O)[O-] (1 -acetamido-4-methylthiomethoxy-2-nitrobenzene), [OH-].[Na+] (sodium hydroxide). RXN SMILES: C([NH:4][C:5]1[CH:10]=[CH:9][C:8]([O:11][CH2:12][S:13][CH3:14])=[CH:7][C:6]=1[N+:15]([O-:17])=[O:16])(=O)C.[OH-].[Na+]>CO.O>[NH2:4][C:5]1[CH:10]=[CH:9][C:8]([O:11][CH2:12][S:13][CH3:14])=[CH:7][C:6]=1[N+:15]([O-:17])=[O:16] |f:1.2|. Procedure details: 1.8 G. of 1 -acetamido-4-methylthiomethoxy-2-nitrobenzene is treated with sodium hydroxide in methanol, warmed briefly on a steam bath for about 15 minutes until the reaction is complete, diluted with water and extracted with dichloromethane to give 1-amino-4-methylthiomethoxy-2-nitrobenzene as a red oil. The reactants are N,N,N′,N′-Tetramethyl-o-(1h-benzotriazol-1-yl)uronium tetrafluoroborate, BrC=1C(=CC(=C(C(=O)O)C1)OC=1C=NC(=CC1)Cl)F (5-bromo-2-(6-chloropyridin-3-yloxy)-4-fluorobenzoic acid), C(C)NCC (diethylamine). Solvent: CN(C)C=O (DMF). Conditions: time 1.5 hour. Yields the product BrC=1C(=CC(=C(C(=O)N(CC)CC)C1)OC=1C=NC(=CC1)Cl)F (5-bromo-2-(6-chloropyridin-3-yloxy)-N,N-diethyl-4-fluorobenzamide). RXN SMILES: [Br:1][C:2]1[C:3]([F:19])=[CH:4][C:5]([O:11][C:12]2[CH:13]=[N:14][C:15]([Cl:18])=[CH:16][CH:17]=2)=[C:6]([CH:10]=1)[C:7]([OH:9])=O.[CH2:20]([NH:22][CH2:23][CH3:24])[CH3:21]>CN(C=O)C>[Br:1][C:2]1[C:3]([F:19])=[CH:4][C:5]([O:11][C:12]2[CH:13]=[N:14][C:15]([Cl:18])=[CH:16][CH:17]=2)=[C:6]([CH:10]=1)[C:7]([N:22]([CH2:23][CH3:24])[CH2:20][CH3:21])=[O:9]. Procedure details: (N,N,N′,N′-Tetramethyl-o-(1h-benzotriazol-1-yl)uronium tetrafluoroborate (6.95 g, 21.64 mmol) was added to a solution of 5-bromo-2-(6-chloropyridin-3-yloxy)-4-fluorobenzoic acid (5.00 g, 14.43 mmol) and diethylamine (8.00 mL, 77 mmol) in DMF (70 mL) at 0° C. The reaction was stirred 1.5 hours before being quenched with saturated sodium bicarbonate (100 mL). The reaction mixture was diluted with water (50 mL) and extracted with EtOAc (3×50 mL). The combined organic extracts were washed with satur... The reactants are CO, O=C(O)Cc1ccc(F)c(C(F)(F)F)c1, O=S(=O)(O)O. The product is COC(=O)Cc1ccc(F)c(C(F)(F)F)c1. Reaction SMILES: [CH3:21][OH:22].[F:1][c:2]1[c:3]([C:12]([F:13])([F:14])[F:15])[cH:4][c:5]([CH2:8][C:9](=[O:10])[OH:11])[cH:6][cH:7]1.[S:16](=[O:17])(=[O:18])([OH:19])[OH:20]>>[F:1][c:2]1[c:3]([C:12]([F:13])([F:14])[F:15])[cH:4][c:5]([CH2:8][C:9]([O:10][CH3:21])=[O:11])[cH:6][cH:7]1. Reactants: C=CCc1cccc(Oc2ccccc2C)c1O, COS(=O)(=O)OC, [K+], [OH-], O. The product is C=CCc1cccc(Oc2ccccc2C)c1OC. RXN SMILES: [CH2:1]([CH:2]=[CH2:3])[c:4]1[c:5]([OH:18])[c:6]([O:10][c:11]2[c:12]([CH3:17])[cH:13][cH:14][cH:15][cH:16]2)[cH:7][cH:8][cH:9]1.[CH3:19][O:20][S:21]([O:22][CH3:23])(=[O:24])=[O:25].[K+:27].[OH-:26].[OH2:28]>>[CH2:1]([CH:2]=[CH2:3])[c:4]1[c:5]([O:18][CH3:19])[c:6]([O:10][c:11]2[c:12]([CH3:17])[cH:13][cH:14][cH:15][cH:16]2)[cH:7][cH:8][cH:9]1. Reactants: C(C)(C)(C)OC(=O)N1CCC(CC1)O (1-t-butoxycarbonyl-4-hydroxypiperidine), ICCCC (1-iodobutane), [H-].[Na+] (NaH). Run in O (H2O). Run at temperature 40 celsius, time 5 hour. Yields the product C(C)(C)(C)OC(=O)N1CCC(CC1)OCCCC (1-t-butoxycarbonyl-4-(butoxy)piperidine). As a reaction SMILES: [C:1]([O:5][C:6]([N:8]1[CH2:13][CH2:12][CH:11]([OH:14])[CH2:10][CH2:9]1)=[O:7])([CH3:4])([CH3:3])[CH3:2].I[CH2:16][CH2:17][CH2:18][CH3:19].[H-].[Na+]>O>[C:1]([O:5][C:6]([N:8]1[CH2:13][CH2:12][CH:11]([O:14][CH2:16][CH2:17][CH2:18][CH3:19])[CH2:10][CH2:9]1)=[O:7])([CH3:4])([CH3:2])[CH3:3] |f:2.3|. Procedure details: To a solution of 1 g (5 mmol) of 1-t-butoxycarbonyl-4-hydroxypiperidine and 2.8 g (15 mmol) of 1-iodobutane in 5 mL of DMP was added 330 mg (11 mmol) of NaH (80% dispersion in mineral oil) and the mixture was heated to 40° C. After 5 h, 20 mL of H2O was added to the reaction mixture and it was extracted with ethyl acetate. The combined organic fractions were washed with sat'd NaCl solution, dried over MgSO4, filtered and the filtrate was concentrated. The residue was purified by chromatography (...